Dataset: the Open Reaction Database (ORD), a public repository of structured organic reaction records. Task: describe an organic reaction: reactants, conditions, products, and yield Isolated yield 41.6%. Reported procedure: Prepared according to Method D step C from 7-chloro-2-isopropyl-3-(4-methoxyphenyl)-2H-indazole (0.016 g, 0.05 mmol), boron tribromide (0.050 mL, 0.5 mmol) and 0.2 mL of cyclohexene to give the product (0.006 g). Reactants: ClC1=CC=CC2=C(N(N=C12)C(C)C)C1=CC=C(C=C1)OC (7-chloro-2-isopropyl-3-(4-methoxyphenyl)-2H-indazole), B(Br)(Br)Br (boron tribromide), C1=CCCCC1 (cyclohexene). Reaction SMILES: [Cl:1][C:2]1[C:10]2[C:6](=[C:7]([C:14]3[CH:19]=[CH:18][C:17]([O:20]C)=[CH:16][CH:15]=3)[N:8]([CH:11]([CH3:13])[CH3:12])[N:9]=2)[CH:5]=[CH:4][CH:3]=1.B(Br)(Br)Br.C1CCCCC=1>>[Cl:1][C:2]1[CH:3]=[CH:4][CH:5]=[C:6]2[C:10]=1[NH:9][N:8]([CH:11]([CH3:13])[CH3:12])[CH:7]2[C:14]1[CH:15]=[CH:16][C:17]([OH:20])=[CH:18][CH:19]=1. The product is ClC=1C=CC=C2C(N(NC12)C(C)C)C1=CC=C(C=C1)O (4-(7-chloro-2-isopropyl-1H-indazol-3-yl)phenol). Starting materials: CCO, CNc1ccncc1[N+](=O)[O-]. The product is CNc1ccncc1N. Reaction SMILES: [CH3:12][CH2:13][OH:14].[CH3:1][NH:2][c:3]1[c:4]([N+:9]([O-:10])=[O:11])[cH:5][n:6][cH:7][cH:8]1>>[CH3:1][NH:2][c:3]1[c:4]([NH2:9])[cH:5][n:6][cH:7][cH:8]1.